From a dataset of the Open Reaction Database (ORD), a public repository of structured organic reaction records. describe an organic reaction: reactants, conditions, products, and yield Starting materials: resultant mixture, NC(CC1=CC=CC=C1)C(=O)O (DL-phenylalanine), C([C@H](O)C1=CC=CC=C1)(=O)O (D-mandelic acid). The solvent is C(C)(=O)O (acetic acid). Reaction conditions: temperature 25 celsius. Product: crude complex, N[C@H](CC1=CC=CC=C1)C(=O)O (D-phenylalanine), C([C@H](O)C1=CC=CC=C1)(=O)O (D-mandelic acid). As a reaction SMILES: [NH2:1][CH:2]([C:10]([OH:12])=[O:11])[CH2:3][C:4]1[CH:9]=[CH:8][CH:7]=[CH:6][CH:5]=1.[C:13]([OH:23])(=[O:22])[C@@H:14]([C:16]1[CH:21]=[CH:20][CH:19]=[CH:18][CH:17]=1)[OH:15]>C(O)(=O)C>[NH2:1][C@@H:2]([C:10]([OH:12])=[O:11])[CH2:3][C:4]1[CH:9]=[CH:8][CH:7]=[CH:6][CH:5]=1.[C:13]([OH:23])(=[O:22])[C@@H:14]([C:16]1[CH:21]=[CH:20][CH:19]=[CH:18][CH:17]=1)[OH:15]. Reported procedure: To a vessel, were added 34.24 g of DL-phenylalanine, 47.31 g of D-mandelic acid and 174.2 g of an aqueous 50% acetic acid solution (the total weight of 255.75 g) while stirring. The resultant mixture was heated to form a solution. The solution was slowly cooled to 25° C. for 3 hours and then, was stirred at the same temperature for 2 hours. As a result, a complex of D-phenylalanine and D-mandelic acid was crystallized and the crystals were collected by filtration, were washed with 10 ml of water...